From a dataset of the Open Reaction Database (ORD), a public repository of structured organic reaction records. describe an organic reaction: reactants, conditions, products, and yield The reactants are ice, CC1(NCC(N1)=O)C (2,2-dimethyl-4-imidazolidinone), C([O-])([O-])=O.[K+].[K+] (potassium carbonate), BrCC(=O)Br (bromoacetyl bromide). The solvent is O (water). Run at time 1 hour. Product: BrCC(=O)N1C(NC(C1)=O)(C)C (1-(2-bromoacetyl)-2,2-dimethyl-4-imidazolidinone). As a reaction SMILES: [CH3:1][C:2]1([CH3:8])[NH:6][C:5](=[O:7])[CH2:4][NH:3]1.C(=O)([O-])[O-].[K+].[K+].[Br:15][CH2:16][C:17](Br)=[O:18]>O>[Br:15][CH2:16][C:17]([N:3]1[CH2:4][C:5](=[O:7])[NH:6][C:2]1([CH3:8])[CH3:1])=[O:18] |f:1.2.3|. Procedure details: (1) To an ice-cold stirred solution of 2,2-dimethyl-4-imidazolidinone (7 g) and potassium carbonate (12.8 g) in water (80 ml), bromoacetyl bromide (5.4 ml) was added dropwise. The reaction mixture was stirred at the same temperature for 1 hour, then at room temperature for 2 hours. The obtained suspension was extracted three times with ethyl acetate and the organic phase was washed with 3% hydrochloric acid, dried and evaporated under reduced pressure to give a residue which was crystallized fro... Starting materials: C(C1=CC=CC=C1)NC(=O)C1=C(N=C(S1)N1C(NCC1)=O)C (N-benzyl-4-methyl-2-(2-oxoimidazolidin-1-yl)thiazole-5-carboxamide), [H-].[Na+] (sodium hydride), FC1=CC=C(C(=O)Cl)C=C1 (4-fluorobenzoyl chloride). The solvent is CN(C=O)C (N,N-dimethylformamide). Reaction conditions: time 30 minute. The product is C(C1=CC=CC=C1)NC(=O)C1=C(N=C(S1)N1C(N(CC1)C(C1=CC=C(C=C1)F)=O)=O)C (N-benzyl-2-(3-(4-fluorobenzoyl)-2-oxoimidazolidin-1-yl)-4-methylthiazole-5-carboxamide). The yield is 23.0%. RXN SMILES: [CH2:1]([NH:8][C:9]([C:11]1[S:15][C:14]([N:16]2[CH2:20][CH2:19][NH:18][C:17]2=[O:21])=[N:13][C:12]=1[CH3:22])=[O:10])[C:2]1[CH:7]=[CH:6][CH:5]=[CH:4][CH:3]=1.[H-].[Na+].[F:25][C:26]1[CH:34]=[CH:33][C:29]([C:30](Cl)=[O:31])=[CH:28][CH:27]=1>CN(C)C=O>[CH2:1]([NH:8][C:9]([C:11]1[S:15][C:14]([N:16]2[CH2:20][CH2:19][N:18]([C:30](=[O:31])[C:29]3[CH:33]=[CH:34][C:26]([F:25])=[CH:27][CH:28]=3)[C:17]2=[O:21])=[N:13][C:12]=1[CH3:22])=[O:10])[C:2]1[CH:7]=[CH:6][CH:5]=[CH:4][CH:3]=1 |f:1.2|. Procedure: To a solution of N-benzyl-4-methyl-2-(2-oxoimidazolidin-1-yl)thiazole-5-carboxamide (0.30 g, 0.95 mmol) in N,N-dimethylformamide (15 mL) was added sodium hydride (60% in mineral oil, 0.38 g, 0.95 mmol). The reaction mixture was stirred at ambient temperature for 30 minutes. To the resulting solution was added 4-fluorobenzoyl chloride (0.11 mL, 0.95 mmol). The reaction mixture was stirred at ambient temperature for 16 hours and concentrated in vacuo. The residue was dissolved in dichloromethane (... Starting materials: C(C)C1C(C(C/C(=C/C=C/C(C(OC(/C(=C/C(=C/C(C1O)C)/C)/OC)=O)C(C)C(C(\C(\C=C\C(C(\C=C\C)O)C)=N/OCC(=O)O)C)O)OC)/C)C)O (((Z)-((6E,10E)-2-((4E,6E,14E,16Z)-11-Ethyl-10,12-dihydroxy-3,17-dimethoxy-7,9,13,15-tetramethyl-18-oxooxacyclooctadeca-4,6,14,16-tetraen-2-yl)-3,9-dihydroxy-4,8-dimethyl dodeca-6,10-dien-5-ylidene)aminooxy)acetic acid), C=1C=CC2=C(C1)N=NN2O (HOBT), O (water), N1(CCCCC1)C1CCNCC1 (4-piperidino-piperidine). Run in ClCCl (dichloromethane). Reaction conditions: time 20 minute. Yields the product N1(CCCCC1)C1CCN(CC1)C(CO\N=C(/C(C(C(C)C1C(/C=C/C=C(/CC(C(C(C(C(/C=C(/C=C(/C(O1)=O)\OC)\C)C)O)CC)O)C)\C)OC)O)C)\C=C\C(C(\C=C\C)O)C)=O ((3Z,5E,13E,15E)-18-((5Z,6E,10E)-5-(2-(1,4′-Bipiperidin-1′-yl)-2-oxoethoxyimino)-3,9-dihydroxy-4,8-dimethyldodeca-6,10-dien-2-yl)-9-ethyl-8,10-dihydroxy-3,17-dimethoxy-5,7,11,13-tetramethyloxacyclooctadeca-3,5,13,15-tetraen-2-one). As a reaction SMILES: [CH2:1]([CH:3]1[CH:20]([OH:21])[CH:19]([CH3:22])[CH:18]=[C:17]([CH3:23])[CH:16]=[C:15]([O:24][CH3:25])[C:14](=[O:26])[O:13][CH:12]([CH:27]([CH:29]([OH:48])[CH:30]([CH3:47])/[C:31](=[N:41]\[O:42][CH2:43][C:44](O)=[O:45])/[CH:32]=[CH:33]/[CH:34]([CH3:40])[CH:35]([OH:39])/[CH:36]=[CH:37]/[CH3:38])[CH3:28])[CH:11]([O:49][CH3:50])[CH:10]=[CH:9][CH:8]=[C:7]([CH3:51])[CH2:6][CH:5]([CH3:52])[CH:4]1[OH:53])[CH3:2].C1C=CC2N(O)N=NC=2C=1.[N:64]1([CH:70]2[CH2:75][CH2:74][NH:73][CH2:72][CH2:71]2)[CH2:69][CH2:68][CH2:67][CH2:66][CH2:65]1.O>ClCCl>[N:64]1([CH:70]2[CH2:75][CH2:74][N:73]([C:44](=[O:45])[CH2:43][O:42]/[N:41]=[C:31](/[CH:32]=[CH:33]/[CH:34]([CH3:40])[CH:35]([OH:39])/[CH:36]=[CH:37]/[CH3:38])\[CH:30]([CH3:47])[CH:29]([OH:48])[CH:27]([CH:12]3[O:13][C:14](=[O:26])[C:15]([O:24][CH3:25])=[CH:16][C:17]([CH3:23])=[CH:18][CH:19]([CH3:22])[CH:20]([OH:21])[CH:3]([CH2:1][CH3:2])[CH:4]([OH:53])[CH:5]([CH3:52])[CH2:6][C:7]([CH3:51])=[CH:8][CH:9]=[CH:10][CH:11]3[O:49][CH3:50])[CH3:28])[CH2:72][CH2:71]2)[CH2:69][CH2:68][CH2:67][CH2:66][CH2:65]1. Procedure: To a solution of compound of example 10 (10 mg) in dichloromethane (2 mL) dicyclohexylcarbodiimide (3 mg), and HOBT (2 mg) were added. After 20 min, 4-piperidino-piperidine 2.5 mg) was added. The reaction mixture was stirred for 18 h under nitrogen atmosphere. Cold water was added to the reaction mixture, the organic layer was separated; Reaction mixture was extracted with dichloromethane (3×5 mL). The combined organic layer was washed with water (2×5 mL). The organic layer was dried over sodium... Starting materials: FC1=CC(=C(C=C1)N)C (4-fluoro-2-methyl-phenylamine), BrC=1C=C(C=O)C=CC1 (3-bromobenzaldehyde), C=C(C)C (isobutene), FC(S(=O)(=O)[O-])(F)F.[Yb+3].FC(S(=O)(=O)[O-])(F)F.FC(S(=O)(=O)[O-])(F)F (ytterbium(III) trifluoromethanesulfonate). Run in C(C)#N (acetonitrile), C(C)(=O)OCC (ethyl acetate). Reaction conditions: temperature 85 celsius, time 18 hour. Product: BrC=1C=C(C=CC1)C1NC2=C(C=C(C=C2C(C1)(C)C)F)C (2-(3-bromo-phenyl)-6-fluoro-4,4,8-trimethyl-1,2,3,4-tetrahydro-quinoline). The yield is 39.5%. RXN SMILES: [F:1][C:2]1[CH:7]=[CH:6][C:5]([NH2:8])=[C:4]([CH3:9])[CH:3]=1.[Br:10][C:11]1[CH:12]=[C:13]([CH:16]=[CH:17][CH:18]=1)[CH:14]=O.[CH2:19]=[C:20]([CH3:22])[CH3:21].FC(F)(F)S([O-])(=O)=O.[Yb+3].FC(F)(F)S([O-])(=O)=O.FC(F)(F)S([O-])(=O)=O>C(#N)C.C(OCC)(=O)C>[Br:10][C:11]1[CH:12]=[C:13]([CH:14]2[CH2:19][C:20]([CH3:22])([CH3:21])[C:6]3[C:5](=[C:4]([CH3:9])[CH:3]=[C:2]([F:1])[CH:7]=3)[NH:8]2)[CH:16]=[CH:17][CH:18]=1 |f:3.4.5.6|. Procedure details: To a stirred solution of 4-fluoro-2-methyl-phenylamine (8.0 g, 64.0 mmol) and 3-bromobenzaldehyde (7.5 mL, 64.0 mmol) in acetonitrile (150 mL) were added isobutene (18.7 mL, 256.7 mmol) and ytterbium(III) trifluoromethanesulfonate (Yb(OTf)3) (4.7 g, 7.7 mmol). The resulting mixture was stirred at 85° C. for 18 h in sealed tube. The mixture was diluted with ethyl acetate (300 mL) and washed with water (100 mL×2) and brine (100 mL×2) and then dried over anhydrous sodium sulfate. The solvent was re...